This data is from the Open Reaction Database (ORD), a public repository of structured organic reaction records. The task is: describe an organic reaction: reactants, conditions, products, and yield Reactants: C(C)OC(CCC(=O)Cl)=O (4-Chloro-4-oxo-butanoic acid ethyl ester), [NH4+].N#C[S-] (thiocyanic acid, ammonium salt), FC=1C=C(N)C=CC1F (3,4-difluoroaniline). Solvent: CC#N (CH3CN). Conditions: time 15 minute. Yields the product C(C)OC(CCC(=O)NC(=S)NC1=CC(=C(C=C1)F)F)=O (4-[[[(3,4-Difluorophenyl)amino]thioxomethyl]amino]-4-oxo-butanoic acid ethyl ester). As a reaction SMILES: [NH4+].[N:2]#[C:3][S-:4].[CH2:5]([O:7][C:8](=[O:14])[CH2:9][CH2:10][C:11](Cl)=[O:12])[CH3:6].[F:15][C:16]1[CH:17]=[C:18]([CH:20]=[CH:21][C:22]=1[F:23])[NH2:19]>CC#N>[CH2:5]([O:7][C:8](=[O:14])[CH2:9][CH2:10][C:11]([NH:2][C:3]([NH:19][C:18]1[CH:20]=[CH:21][C:22]([F:23])=[C:16]([F:15])[CH:17]=1)=[S:4])=[O:12])[CH3:6] |f:0.1|. Procedure: A mixture of thiocyanic acid, ammonium salt (5 g, 0.065 mol) in CH3CN (42 ml) was stirred for 15 min. at r.t. 4-Chloro-4-oxo-butanoic acid ethyl ester (0.061 mol) was added dropwise and the mixture was stirred for 30 min. at 60° C. The mixture was cooled to 0° C. and then 3,4-difluoroaniline (6 mL, 0.061 mol) was added dropwise. The reaction mixture was stirred for 30 min. at r.t. The mixture was then quenched with ice-water and stirred for 15 min. at 0° C. The mixture was filtered through a sin... The reactants are CSc1nc(N(C(=O)OC(C)(C)C)C2CC2)n2nccc2n1, [Cu+], OB(O)c1cccc(OC(F)(F)F)c1, c1coc(P(c2ccco2)c2ccco2)c1, O=C([O-])c1cccs1. The product is CC(C)(C)OC(=O)N(c1nc(-c2cccc(OC(F)(F)F)c2)nc2ccnn12)C1CC1. RXN SMILES: [CH:1]1([N:4]([C:5]([O:6][C:7]([CH3:8])([CH3:9])[CH3:10])=[O:11])[c:12]2[n:13][c:14]([S:21][CH3:22])[n:15][c:16]3[n:17]2[n:18][cH:19][cH:20]3)[CH2:2][CH2:3]1.[Cu+:61].[F:23][C:24]([O:25][c:26]1[cH:27][c:28]([B:32]([OH:33])[OH:34])[cH:29][cH:30][cH:31]1)([F:35])[F:36].[o:37]1[cH:38][cH:39][cH:40][c:41]1[P:42]([c:43]1[o:44][cH:45][cH:46][cH:47]1)[c:48]1[o:49][cH:50][cH:51][cH:52]1.[s:53]1[cH:54][cH:55][cH:56][c:57]1[C:58]([O-:59])=[O:60]>>[CH:1]1([N:4]([C:5]([O:6][C:7]([CH3:8])([CH3:9])[CH3:10])=[O:11])[c:12]2[n:13][c:14](-[c:28]3[cH:27][c:26]([O:25][C:24]([F:23])([F:35])[F:36])[cH:31][cH:30][cH:29]3)[n:15][c:16]3[n:17]2[n:18][cH:19][cH:20]3)[CH2:2][CH2:3]1. Starting materials: CCC(=O)Oc1cc(C)c(OCCCCC(P(=O)(CC)CC)P(=O)(CC)CC)c(C)c1CCC(=O)OCc1ccccc1, CO. Yields the product CCC(=O)Oc1cc(C)c(OCCCCC(P(=O)(CC)CC)P(=O)(CC)CC)c(C)c1CCC(=O)O. As a reaction SMILES: [C:1]([CH2:2][CH3:3])(=[O:4])[O:5][c:6]1[c:7]([CH2:32][CH2:33][C:34](=[O:35])[O:36][CH2:37][c:38]2[cH:39][cH:40][cH:41][cH:42][cH:43]2)[c:8]([CH3:31])[c:9]([O:13][CH2:14][CH2:15][CH2:16][CH2:17][CH:18]([P:19](=[O:20])([CH2:21][CH3:22])[CH2:23][CH3:24])[P:25](=[O:26])([CH2:27][CH3:28])[CH2:29][CH3:30])[c:10]([CH3:12])[cH:11]1.[CH3:44][OH:45]>>[C:1]([CH2:2][CH3:3])(=[O:4])[O:5][c:6]1[c:7]([CH2:32][CH2:33][C:34](=[O:35])[OH:36])[c:8]([CH3:31])[c:9]([O:13][CH2:14][CH2:15][CH2:16][CH2:17][CH:18]([P:19](=[O:20])([CH2:21][CH3:22])[CH2:23][CH3:24])[P:25](=[O:26])([CH2:27][CH3:28])[CH2:29][CH3:30])[c:10]([CH3:12])[cH:11]1. Starting materials: CN(C)C=O, ClC(Cl)Cl, O, Cc1cc(O)nc(Nc2ccccc2[N+](=O)[O-])n1, O=P(Cl)(Cl)Cl. Yields the product Cc1cc(Cl)nc(Nc2ccccc2[N+](=O)[O-])n1. RXN SMILES: [CH3:19][N:20]([CH3:21])[CH:22]=[O:23].[CH:30]([Cl:31])([Cl:32])[Cl:33].[OH2:29].[OH:1][c:2]1[cH:3][c:4]([CH3:18])[n:5][c:6]([NH:8][c:9]2[c:10]([N+:15](=[O:16])[O-:17])[cH:11][cH:12][cH:13][cH:14]2)[n:7]1.[P:24]([Cl:25])([Cl:26])([Cl:27])=[O:28]>>[c:2]1([Cl:26])[cH:3][c:4]([CH3:18])[n:5][c:6]([NH:8][c:9]2[c:10]([N+:15](=[O:16])[O-:17])[cH:11][cH:12][cH:13][cH:14]2)[n:7]1. Reactants: ClC=1C(=C(C=CC1)[C@H]1[C@@H](N[C@H]([C@]1(C#N)C1=C(C=C(C=C1)Cl)F)CC(C)(C)C)C(=O)NC1=C(C=C(C(=O)O)C=C1)OC)F (4-((2R,3S,4R,5S)-3-(3-chloro-2-fluorophenyl)-4-(4-chloro-2-fluorophenyl)-4-cyano-5-neopentylpyrrolidine-2-carboxamido)-3-methoxybenzoic acid), C(COCCO)OCCO (2,2′-(ethane-1,2-diylbis(oxy))diethanol). The product is Cl.OCCOCCOCCOC(C1=CC(=C(C=C1)NC(=O)[C@@H]1N[C@H]([C@]([C@H]1C1=C(C(=CC=C1)Cl)F)(C#N)C1=C(C=C(C=C1)Cl)F)CC(C)(C)C)OC)=O (4-{[(2R,3S,4R,5S)-4-(4-chloro-2-fluoro-phenyl)-3-(3-chloro-2-fluoro-phenyl)-4-cyano-5-(2,2-dimethyl-propyl)-pyrrolidine-2-carbonyl]-amino}-3-methoxy-benzoic acid 2-[2-(2-hydroxy-ethoxy)-ethoxy]-ethyl ester, hydrochloride). As a reaction SMILES: [Cl:1][C:2]1[C:3]([F:42])=[C:4]([C@@H:8]2[C@:12]([C:15]3[CH:20]=[CH:19][C:18]([Cl:21])=[CH:17][C:16]=3[F:22])([C:13]#[N:14])[C@H:11]([CH2:23][C:24]([CH3:27])([CH3:26])[CH3:25])[NH:10][C@H:9]2[C:28]([NH:30][C:31]2[CH:39]=[CH:38][C:34]([C:35]([OH:37])=[O:36])=[CH:33][C:32]=2[O:40][CH3:41])=[O:29])[CH:5]=[CH:6][CH:7]=1.[CH2:43]([O:49][CH2:50][CH2:51]O)[CH2:44][O:45][CH2:46][CH2:47][OH:48]>>[ClH:1].[OH:48][CH2:47][CH2:46][O:45][CH2:44][CH2:43][O:49][CH2:50][CH2:51][O:36][C:35](=[O:37])[C:34]1[CH:38]=[CH:39][C:31]([NH:30][C:28]([C@H:9]2[C@H:8]([C:4]3[CH:5]=[CH:6][CH:7]=[C:2]([Cl:1])[C:3]=3[F:42])[C@:12]([C:15]3[CH:20]=[CH:19][C:18]([Cl:21])=[CH:17][C:16]=3[F:22])([C:13]#[N:14])[C@H:11]([CH2:23][C:24]([CH3:26])([CH3:27])[CH3:25])[NH:10]2)=[O:29])=[C:32]([O:40][CH3:41])[CH:33]=1 |f:2.3|. Procedure: In a manner similar to the method described in Example 14, 4-((2R,3S,4R,5S)-3-(3-chloro-2-fluorophenyl)-4-(4-chloro-2-fluorophenyl)-4-cyano-5-neopentylpyrrolidine-2-carboxamido)-3-methoxybenzoic acid (prepared as described in US20100152190A1) was reacted with 2,2′-(ethane-1,2-diylbis(oxy))diethanol to give 4-{[(2R,3S,4R,5S)-4-(4-chloro-2-fluoro-phenyl)-3-(3-chloro-2-fluoro-phenyl)-4-cyano-5-(2,2-dimethyl-propyl)-pyrrolidine-2-carbonyl]-amino}-3-methoxy-benzoic acid 2-[2-(2-hydroxy-ethoxy)-ethoxy... The reactants are O=C(O)C(F)(F)F, O=C(Nc1ccc(Oc2ccnc3cc(C4=CCC5(CC4)OCCO5)sc23)c(F)c1)c1ccnn(-c2ccc(F)cc2)c1=O. Product: O=C1CC=C(c2cc3nccc(Oc4ccc(NC(=O)c5ccnn(-c6ccc(F)cc6)c5=O)cc4F)c3s2)CC1. As a reaction SMILES: [F:45][C:46]([F:47])([F:48])[C:49]([OH:50])=[O:51].[O:1]1[CH2:3][CH2:2][O:4][C:5]12[CH2:6][CH:7]=[C:8]([c:11]1[cH:12][c:13]3[n:14][cH:15][cH:16][c:17]([O:20][c:21]4[c:22]([F:44])[cH:23][c:24]([NH:27][C:28](=[O:29])[c:30]5[c:31](=[O:43])[n:32](-[c:36]6[cH:37][cH:38][c:39]([F:42])[cH:40][cH:41]6)[n:33][cH:34][cH:35]5)[cH:25][cH:26]4)[c:18]3[s:19]1)[CH2:9][CH2:10]2>>[O:4]=[C:5]1[CH2:6][CH:7]=[C:8]([c:11]2[cH:12][c:13]3[n:14][cH:15][cH:16][c:17]([O:20][c:21]4[c:22]([F:44])[cH:23][c:24]([NH:27][C:28](=[O:29])[c:30]5[c:31](=[O:43])[n:32](-[c:36]6[cH:37][cH:38][c:39]([F:42])[cH:40][cH:41]6)[n:33][cH:34][cH:35]5)[cH:25][cH:26]4)[c:18]3[s:19]2)[CH2:9][CH2:10]1. Procedure: Methyl 3-cyclopropropyl-3-oxopropanoate (5.23 g, 36.8 mmol) and (Z)-5-cyclopropyl-N-hydroxy-3-(o-tolyl)isoxazole-4-carbimidoyl chloride (6.23 g, 36.8 mmol) were combined in anhydrous methanol (50 mL) and cooled to 0° C. under a nitrogen atmosphere. Sodium methoxide (25% in methanol, 11.0 mL, 44.2 mmol, 1.2 eq) was added dropwise and the mixture was allowed to warm to RT over 1 hour. The mixture was diluted with ethyl acetate (120 mL) and water (100 mL). The organic layer was separated and washed... Yields the product C1(CC1)C1=C(C(=NO1)C1=C(C=CC=C1)C)C(=O)OC (Methyl 5-cyclopropyl-3-(o-tolyl)isoxazole-4-carboxylate). Reaction SMILES: [CH:1]1([C:4]2[O:8][N:7]=[C:6]([C:9]3[CH:14]=[CH:13][CH:12]=[CH:11][C:10]=3[CH3:15])[C:5]=2/[C:16](/Cl)=N/O)[CH2:3][CH2:2]1.[CH3:20][O-:21].[Na+].C[OH:24]>C(OCC)(=O)C.O>[CH:1]1([C:4]2[O:8][N:7]=[C:6]([C:9]3[CH:14]=[CH:13][CH:12]=[CH:11][C:10]=3[CH3:15])[C:5]=2[C:16]([O:21][CH3:20])=[O:24])[CH2:3][CH2:2]1 |f:1.2|. The reactants are Methyl 3-cyclopropropyl-3-oxopropanoate, CO (methanol), C1(CC1)C1=C(C(=NO1)C1=C(C=CC=C1)C)/C(=N/O)/Cl ((Z)-5-cyclopropyl-N-hydroxy-3-(o-tolyl)isoxazole-4-carbimidoyl chloride), C[O-].[Na+] (Sodium methoxide). Run in C(C)(=O)OCC (ethyl acetate), O (water). Reaction conditions: temperature 0 celsius.